The task is: describe an organic reaction: reactants, conditions, products, and yield. This data is from the Open Reaction Database (ORD), a public repository of structured organic reaction records. Reactants: C1N(CN(CN1[N+](=O)[O-])[N+](=O)[O-])[N+](=O)[O-] (RDX), C(C(CO[N+](=O)[O-])(CO[N+](=O)[O-])CO[N+](=O)[O-])O[N+](=O)[O-] (PETN). Yields the product 32, C1N(CN(CN1[N+](=O)[O-])[N+](=O)[O-])[N+](=O)[O-].C(C(CO[N+](=O)[O-])(CO[N+](=O)[O-])CO[N+](=O)[O-])O[N+](=O)[O-] (RDX PETN). As a reaction SMILES: [CH2:1]1[N:6]([N+:7]([O-:9])=[O:8])[CH2:5][N:4]([N+:10]([O-:12])=[O:11])[CH2:3][N:2]1[N+:13]([O-:15])=[O:14].[CH2:16]([O:33][N+:34]([O-:36])=[O:35])[C:17]([CH2:28][O:29][N+:30]([O-:32])=[O:31])([CH2:23][O:24][N+:25]([O-:27])=[O:26])[CH2:18][O:19][N+:20]([O-:22])=[O:21]>>[CH2:3]1[N:2]([N+:13]([O-:15])=[O:14])[CH2:1][N:6]([N+:7]([O-:9])=[O:8])[CH2:5][N:4]1[N+:10]([O-:12])=[O:11].[CH2:28]([O:29][N+:30]([O-:32])=[O:31])[C:17]([CH2:18][O:19][N+:20]([O-:22])=[O:21])([CH2:16][O:33][N+:34]([O-:36])=[O:35])[CH2:23][O:24][N+:25]([O-:27])=[O:26] |f:2.3|. Reported procedure: The photoreaction of DHA2 with either RDX or PETN yielded the nitrated product 31; however, compound 33 was also isolated from the reaction mixture. The yield of 33 was found to be somewhat dependent on the concentration of DHA2, with a higher amount of 33 over 31 observed in dilute solutions. The yield of 33 was also higher relative to that of 31 when the photolysis of DHA2 and RDX/PETN was conducted in slightly wet acetonitrile. Compounds 31 and 33 were generally isolated in 80% combined yield... Reactants: Cl.O1CCOCC1 (Hydrogen chloride 1,4-dioxane), C(C)(C)(C)OC(=O)N1C[C@@H](N(CC1)S(=O)(=O)C1=CC=C(C=C1)C1CC1)C(NCC1=CC=C(C=C1)OC(F)(F)F)=O ((R)-4-(4-cyclopropyl-benzenesulfonyl)-3-(4-trifluoromethoxy-benzylcarbamoyl)-piperazine-1-carboxylic acid tert-butyl ester). Conditions: time 6 hour. Yields the product FC(OC1=CC=C(CNC(=O)[C@@H]2N(CCNC2)S(=O)(=O)C2=CC=C(C=C2)C2CC2)C=C1)(F)F ((R)-1-(4-cyclopropyl-benzenesulfonyl)-piperazine-2-carboxylic acid 4-trifluoromethoxy-benzylamide). Yield: 81.7%. As a reaction SMILES: Cl.O1CCOCC1.C(OC([N:15]1[CH2:20][CH2:19][N:18]([S:21]([C:24]2[CH:29]=[CH:28][C:27]([CH:30]3[CH2:32][CH2:31]3)=[CH:26][CH:25]=2)(=[O:23])=[O:22])[C@@H:17]([C:33](=[O:47])[NH:34][CH2:35][C:36]2[CH:41]=[CH:40][C:39]([O:42][C:43]([F:46])([F:45])[F:44])=[CH:38][CH:37]=2)[CH2:16]1)=O)(C)(C)C>>[F:46][C:43]([F:44])([F:45])[O:42][C:39]1[CH:40]=[CH:41][C:36]([CH2:35][NH:34][C:33]([C@H:17]2[CH2:16][NH:15][CH2:20][CH2:19][N:18]2[S:21]([C:24]2[CH:29]=[CH:28][C:27]([CH:30]3[CH2:31][CH2:32]3)=[CH:26][CH:25]=2)(=[O:22])=[O:23])=[O:47])=[CH:37][CH:38]=1 |f:0.1|. Reported procedure: 4N Hydrogen chloride/1,4-dioxane solution (1.3 ml) was added to the compound (130 mg) obtained in Step 3, and the mixture was stirred at room temperature for 6 hr. The reaction mixture was concentrated under reduced pressure, and the residue was partitioned by adding ethyl acetate, saturated aqueous sodium hydrogen carbonate solution and water. The organic layer was dried over anhydrous magnesium sulfate, filtrated, and concentrated under reduced pressure. The residue was purified by thin layer ... Run at temperature 90 celsius, time 8 hour. The product is BrC1=CC(=C(C=C1)C)SC (4-Bromo-1-methyl-2-methylsulfanyl-benzene). Isolated yield 70.0%. Solvent: petroleum, CN(C)C=O (DMF). Procedure details: To a stirred solution of 4-bromo-2-fluoro-1-methyl-benzene (3 mL, 26.3 mmol) in DMF (15 mL) was added MeSNa (1.84 g, 26.3 mmol). After the addition, the reaction mixture was stirred at 90° C. overnight. TLC (petroleum) showed the reaction was complete. Then the mixture was poured into aq. NaHCO3 (10 mL), extracted with EtOAc (20 mL×2). The combined organic layers were washed with brine (50 mL×3), dried over sodium sulfate and concentrated in vacuum. The residue was purified by a silica gel colum... RXN SMILES: [Br:1][C:2]1[CH:7]=[CH:6][C:5]([CH3:8])=[C:4](F)[CH:3]=1.C(S)[CH2:11][S:12]([O-])(=O)=O.[Na+].C([O-])(O)=O.[Na+]>CN(C=O)C>[Br:1][C:2]1[CH:7]=[CH:6][C:5]([CH3:8])=[C:4]([S:12][CH3:11])[CH:3]=1 |f:1.2,3.4|. Reactants: BrC1=CC(=C(C=C1)C)F (4-bromo-2-fluoro-1-methyl-benzene), C(CS(=O)(=O)[O-])S.[Na+] (MeSNa), C(=O)(O)[O-].[Na+] (NaHCO3). Reactants: ClCCl, O=C(Cl)Cl, CN(C)C=O, OOc1ccccc1. Yields the product O=C(Cl)OOc1ccccc1. RXN SMILES: [CH2:13]([Cl:14])[Cl:15].[Cl:9][C:10]([Cl:11])=[O:12].[O:16]=[CH:17][N:18]([CH3:19])[CH3:20].[O:1]([c:2]1[cH:3][cH:4][cH:5][cH:6][cH:7]1)[OH:8]>>[O:1]([c:2]1[cH:3][cH:4][cH:5][cH:6][cH:7]1)[O:8][C:10]([Cl:9])=[O:12]. The reactants are COC(=O)N1CC[C@@H]2[C@](CCC[C@H]12)(C#CC=1C=C(C=CC1)C)O ((3aS,4R,7aS)-4-hydroxy-4-m-tolylethynyl-octahydro-indole-1-carboxylic acid methyl ester), CC1=C(C(=O)O)C=CC=C1 (2-methyl-benzoic acid). Product: CC1=C(C(=O)O[C@@]2([C@@H]3CCN([C@@H]3CCC2)C(=O)OC)C#CC=2C=C(C=CC2)C)C=CC=C1 ((3aR,4S,7aR)-methyl 4-(2-methylbenzoyloxy)-4-(m-tolylethynyl)octahydro-1H-indole-1-carboxylate). RXN SMILES: [CH3:1][O:2][C:3]([N:5]1[C@@H:13]2[C@@H:8]([C@@:9]([OH:23])([C:14]#[C:15][C:16]3[CH:17]=[C:18]([CH3:22])[CH:19]=[CH:20][CH:21]=3)[CH2:10][CH2:11][CH2:12]2)[CH2:7][CH2:6]1)=[O:4].[CH3:24][C:25]1[CH:33]=[CH:32][CH:31]=[CH:30][C:26]=1[C:27](O)=[O:28]>>[CH3:24][C:25]1[CH:33]=[CH:32][CH:31]=[CH:30][C:26]=1[C:27]([O:23][C@@:9]1([C:14]#[C:15][C:16]2[CH:17]=[C:18]([CH3:22])[CH:19]=[CH:20][CH:21]=2)[CH2:10][CH2:11][CH2:12][C@@H:13]2[C@H:8]1[CH2:7][CH2:6][N:5]2[C:3]([O:2][CH3:1])=[O:4])=[O:28]. Reported procedure: Synthesis in analogy to the General Method 1 starting from (3aS,4R,7aS)-4-hydroxy-4-m-tolylethynyl-octahydro-indole-1-carboxylic acid methyl ester and 2-methyl-benzoic acid to yield (3aR,4S,7aR)-methyl 4-(2-methylbenzoyloxy)-4-(m-tolylethynyl)octahydro-1H-indole-1-carboxylate. MS [M+H]=296 (ester eliminated ion); RT=4.217 min; HPLC Method III